From a dataset of the Open Reaction Database (ORD), a public repository of structured organic reaction records. describe an organic reaction: reactants, conditions, products, and yield The reactants are FC1=C(CN2C(=NC3=C2C=CC=C3N(C(C)=O)C)C3=C(C=CC=C3F)F)C(=CC=C1)F (1-(2,6-difluorobenzyl)-2-(2,6-difluorophenyl)-4-(N-methylacetamido)benzimidazole), Cl (HCl). Solvent: O (water). Product: FC1=C(CN2C(=NC3=C2C=CC=C3NC)C3=C(C=CC=C3F)F)C(=CC=C1)F (1-(2,6-difluorobenzyl)-2-(2,6-difluorophenyl)-4-(N-methylamino)benzimidazole). Yield: 77.6%. Reaction SMILES: [F:1][C:2]1[CH:30]=[CH:29][CH:28]=[C:27]([F:31])[C:3]=1[CH2:4][N:5]1[C:9]2[CH:10]=[CH:11][CH:12]=[C:13]([N:14](C)[C:15](=O)C)[C:8]=2[N:7]=[C:6]1[C:19]1[C:24]([F:25])=[CH:23][CH:22]=[CH:21][C:20]=1[F:26].Cl>O>[F:1][C:2]1[CH:30]=[CH:29][CH:28]=[C:27]([F:31])[C:3]=1[CH2:4][N:5]1[C:9]2[CH:10]=[CH:11][CH:12]=[C:13]([NH:14][CH3:15])[C:8]=2[N:7]=[C:6]1[C:19]1[C:20]([F:26])=[CH:21][CH:22]=[CH:23][C:24]=1[F:25]. Reported procedure: To 1-(2,6-difluorobenzyl)-2-(2,6-difluorophenyl)-4-(N-methylacetamido)benzimidazole (4005) (0.50 g, 1.17 mmol) suspended in water (9.0 mL) was added HCl (1.0 mL). After 3 h at reflux, the solution was concentrated to dryness, diluted with ethylacetate, and washed with NaHCO3 (sat. aq.) and NaCl (sat. aq.). The combined washings were dried (Na2SO4), filtered, concentrated. The crude product was purified by flash chromatography eluting with 2% methanol in CH2Cl2, yielding 1-(2,6-difluorobenzyl)-2-... The reactants are C(C)N(C1=CC=CC=C1)CC (diethyl aniline), CC(=O)OCC1=C(N2[C@@H]([C@@H](C2=O)NC(=O)CCC[C@H](C(=O)O)N)SC1)C(=O)O (cephalosporin C), P(OC1=CC=CC=C1)(OC1=CC=CC=C1)OC1=CC=CC=C1 (triphenyl phosphite), Cl (hydrogen chloride), ice alcohol, ice-alcohol, ClCl (chlorine), [Na] (sodium), dihydrate, C(C)N(C1=CC=CC=C1)CC (Diethyl aniline), C(C)(=O)Cl (acetyl chloride). The reagents and catalysts are P(OC1=CC=CC=C1)(OC1=CC=CC=C1)OC1=CC=CC=C1 (triphenyl phosphite). The solvent is C(C(C)C)O (isobutanol), C(Cl)Cl (methylene chloride), O (water), C(Cl)Cl (methylene chloride), C(Cl)Cl (methylene chloride), C(Cl)Cl (methylene chloride). Run at temperature -35 celsius, time 1 hour. The product is NC1[C@@H]2N(C(=C(CS2)COC(C)=O)C(=O)O)C1=O (7-Amino-3-acetoxymethyl-3-cephem-4-carboxylic acid). Yield: 55.1%. Reaction SMILES: [CH3:1][C:2]([O:4][CH2:5][C:6]1[CH2:25][S:24][C@@H:9]2[C@H:10]([NH:13]C(CCC[C@@H](N)C(O)=O)=O)[C:11](=[O:12])[N:8]2[C:7]=1[C:26]([OH:28])=[O:27])=[O:3].[Na].C(N(CC)C1C=CC=CC=1)C.C(Cl)(=O)C.P(OC1C=CC=CC=1)(OC1C=CC=CC=1)OC1C=CC=CC=1.ClCl.Cl>C(Cl)Cl.P(OC1C=CC=CC=1)(OC1C=CC=CC=1)OC1C=CC=CC=1.O.C(O)C(C)C>[NH2:13][CH:10]1[C:11](=[O:12])[N:8]2[C:7]([C:26]([OH:28])=[O:27])=[C:6]([CH2:5][O:4][C:2](=[O:3])[CH3:1])[CH2:25][S:24][C@H:9]12 |^1:28|. Procedure: 4.8 gm (10 mmol) of cephalosporin C, sodium salt, dihydrate was suspended in 80 ml of methylene chloride (cyclohexane stabilized, dried over 4A molecular sieves). Diethyl aniline (dried over KOH), 7.4 gm (8 ml, 50 mmol), and acetyl chloride, 4.7 gm (4.3 ml, 60 mmol), were added. The mixture was stirred in an ice bath at 30° to 40° C. for 1 hour and then at room temperature for 2 hours. Filtration removed 1.65 gm of undissolved material. The reaction solution was cooled in an ice-alcohol bath bef... Reaction conditions: temperature 60 celsius, time 15 minute. Run in CO (methanol). Reaction SMILES: [CH2:1]([O:3][C:4](=[O:19])[C:5]1[CH:10]=[CH:9][C:8]([C:11]([CH:13]2[CH2:16][C:15]([CH3:18])([CH3:17])[CH2:14]2)=O)=[CH:7][CH:6]=1)[CH3:2].C([O-])(=O)C.[NH4+].C([BH3-])#[N:26].[Na+].Cl.[OH-].[Na+]>CO>[CH2:1]([O:3][C:4](=[O:19])[C:5]1[CH:10]=[CH:9][C:8]([CH:11]([NH2:26])[CH:13]2[CH2:16][C:15]([CH3:18])([CH3:17])[CH2:14]2)=[CH:7][CH:6]=1)[CH3:2] |f:1.2,3.4,6.7|. Isolated yield 58.0%. Procedure details: 4-(3,3-dimethyl-cyclobutanecarbonyl)-benzoic acid ethyl ester (Intermediate 23) (235 mg, 0.903 mmol) was dissolved in methanol (5 mL). Ammonium acetate (710 mg, 9.03 mmol) was added followed by sodium cyanoborohydride (89.6 mg, 1.36 mmol). This was heated to 60° C. for 17 h before cooling and adding 1 N HCl (3 mL). This was stirred for 15 min and then 1N NaOH (10 mL) was added. The material was extracted into two portions of ethyl acetate and the combined organics dried over MgSO4. Purification ... Yields the product C(C)OC(C1=CC=C(C=C1)C(C1CC(C1)(C)C)N)=O ((+/−)-4-[amino-(3,3-dimethyl-cyclobutyl)-methyl]-benzoic acid ethyl ester). Starting materials: C(C)OC(C1=CC=C(C=C1)C(=O)C1CC(C1)(C)C)=O (4-(3,3-dimethyl-cyclobutanecarbonyl)-benzoic acid ethyl ester), C(C)OC(C1=CC=C(C=C1)C(=O)C1CC(C1)(C)C)=O (4-(3,3-dimethyl-cyclobutanecarbonyl)-benzoic acid ethyl ester), C(#N)[BH3-].[Na+] (sodium cyanoborohydride), Cl (HCl), C(C)(=O)[O-].[NH4+] (Ammonium acetate), [OH-].[Na+] (NaOH). Starting materials: CC#N, CCN(C(C)C)C(C)C, CC(Nc1cc(F)ccc1[N+](=O)[O-])c1cccc(Cl)c1, CC(C)(C)OC(=O)N1CCNCC1. The product is CC(Nc1cc(N2CCN(C(=O)OC(C)(C)C)CC2)ccc1[N+](=O)[O-])c1cccc(Cl)c1. As a reaction SMILES: [CH3:43][C:44]#[N:45].[CH:34]([N:35]([CH2:36][CH3:37])[CH:38]([CH3:39])[CH3:40])([CH3:41])[CH3:42].[Cl:1][c:2]1[cH:3][c:4]([CH:8]([CH3:9])[NH:10][c:11]2[c:12]([N+:18](=[O:19])[O-:20])[cH:13][cH:14][c:15]([F:17])[cH:16]2)[cH:5][cH:6][cH:7]1.[N:21]1([C:27](=[O:28])[O:29][C:30]([CH3:31])([CH3:32])[CH3:33])[CH2:22][CH2:23][NH:24][CH2:25][CH2:26]1>>[Cl:1][c:2]1[cH:3][c:4]([CH:8]([CH3:9])[NH:10][c:11]2[c:12]([N+:18](=[O:19])[O-:20])[cH:13][cH:14][c:15]([N:24]3[CH2:23][CH2:22][N:21]([C:27](=[O:28])[O:29][C:30]([CH3:31])([CH3:32])[CH3:33])[CH2:26][CH2:25]3)[cH:16]2)[cH:5][cH:6][cH:7]1. Yield: 85.8%. Product: ClCCOC1=C(C=O)C=CC=C1 (2-(2-chloroethyloxy)benzaldehyde). Run in CN(C=O)C (dimethylformamide). Procedure details: 40.0 g of 2- hydroxybenzaldehyde, 84 g of 1-chloro-2-tosyloxyethane and 50 g of potassium carbonate are added to 270 ml of dimethylformamide, and the mixture is stirred at room temperature for 3 days. After the reaction, half of the solvent is distilled off under reduced pressure. About 600 ml of water are added to the residue, and the mixture is extracted with ether. The extract is washed with 10% sodium hydroxide solution and water, dried and then distilled to remove the solvent. The residue i... Reactants: OC1=C(C=O)C=CC=C1 (2- hydroxybenzaldehyde), ClCCOS(=O)(=O)C1=CC=C(C)C=C1 (1-chloro-2-tosyloxyethane), C([O-])([O-])=O.[K+].[K+] (potassium carbonate). Reaction SMILES: [OH:1][C:2]1[CH:9]=[CH:8][CH:7]=[CH:6][C:3]=1[CH:4]=[O:5].[Cl:10][CH2:11][CH2:12]OS(C1C=CC(C)=CC=1)(=O)=O.C(=O)([O-])[O-].[K+].[K+]>CN(C)C=O>[Cl:10][CH2:11][CH2:12][O:1][C:2]1[CH:9]=[CH:8][CH:7]=[CH:6][C:3]=1[CH:4]=[O:5] |f:2.3.4|. Conditions: time 3 day. The reactants are ClC1=C(C=CC(=C1)[N+](=O)[O-])N=C=S (2-chloro-4-nitrophenyl isothiocyanate), CNN (methylhydrazine). Run in C(C)O (ethanol). Conditions: temperature 65 celsius, time 18 hour. The product is ClC1=C(C=CC(=C1)[N+](=O)[O-])NC(N(N)C)=S (4-(2-chloro-4-nitrophenyl)-2-methyl-3-thiosemicarbazide). The yield is 80.8%. Reaction SMILES: [Cl:1][C:2]1[CH:7]=[C:6]([N+:8]([O-:10])=[O:9])[CH:5]=[CH:4][C:3]=1[N:11]=[C:12]=[S:13].[CH3:14][NH:15][NH2:16]>C(O)C>[Cl:1][C:2]1[CH:7]=[C:6]([N+:8]([O-:10])=[O:9])[CH:5]=[CH:4][C:3]=1[NH:11][C:12](=[S:13])[N:15]([CH3:14])[NH2:16]. Reported procedure: To a stirred solution of 60.0 g (0.280 mole) of 2-chloro-4-nitrophenyl isothiocyanate in 500 ml of ethanol was added 12.9 g (0.280 mole) of methylhydrazine. This mixture was heated and was stirred at 65° C. for approximately 18 hours. The mixture was then heated to reflux and was cooled. A solid had formed and was collected by filtration. The filter cake was rinsed with aqueous ethanol and was dried under reduced pressure to yield 59.0 g of 4-(2-chloro-4-nitrophenyl)-2-methyl-3-thiosemicarbazide... The reactants are ClC=1C=C(C(=O)OC)C=C(N1)Cl (methyl 2,6-dichloro-isonicotinate), C1(=CC=CC=C1)P(C1=CC=CC=C1)C1=CC=CC=C1 (triphenylphosphine), C(CCC)[Sn](C=C)(CCCC)CCCC (tributyl(vinyl)tin). The reagents and catalysts are C=1C=CC(=CC1)/C=C/C(=O)/C=C/C2=CC=CC=C2.C=1C=CC(=CC1)/C=C/C(=O)/C=C/C2=CC=CC=C2.C=1C=CC(=CC1)/C=C/C(=O)/C=C/C2=CC=CC=C2.[Pd].[Pd] (tris(dibenzylideneacetone)dipalladium). Run in C1(=CC=CC=C1)C (toluene), C(C)OCC (diethyl ether). The product is COC(C1=CC(=NC(=C1)C=C)Cl)=O (2-Chloro-6-vinyl-isonicotinic acid methyl ester). The yield is 70.0%. Reaction SMILES: Cl[C:2]1[CH:3]=[C:4]([CH:9]=[C:10]([Cl:12])[N:11]=1)[C:5]([O:7][CH3:8])=[O:6].[C:13]1(P(C2C=CC=CC=2)C2C=CC=CC=2)C=CC=C[CH:14]=1.C([Sn](CCCC)(CCCC)C=C)CCC>C1(C)C=CC=CC=1.C(OCC)C.C1C=CC(/C=C/C(/C=C/C2C=CC=CC=2)=O)=CC=1.C1C=CC(/C=C/C(/C=C/C2C=CC=CC=2)=O)=CC=1.C1C=CC(/C=C/C(/C=C/C2C=CC=CC=2)=O)=CC=1.[Pd].[Pd]>[CH3:8][O:7][C:5](=[O:6])[C:4]1[CH:3]=[C:2]([CH:13]=[CH2:14])[N:11]=[C:10]([Cl:12])[CH:9]=1 |f:5.6.7.8.9|. Reported procedure: Add methyl 2,6-dichloro-isonicotinate (3.8 g, 18.4 mmol), tetrakis(triphenylphosphine)palladium (0) (1.15 g, 0.99 mmol), triphenylphosphine (524 mg, 2 mmol) in toluene (40 mL) to a previously nitrogen-filled sealed vessel. Flush the reactants with nitrogen again. Add tributyl(vinyl)tin (6.98 mL, 24.0 mmol) and heat the sealed mixture at 95° C. overnight. Cool to room temperature, dilute with diethyl ether and filter through a filtering agent. Wash the organic filtrate with saturated ammonium chl...